Dataset: the Open Reaction Database (ORD), a public repository of structured organic reaction records. Task: describe an organic reaction: reactants, conditions, products, and yield Reactants: C(=O)([O-])[O-].[K+].[K+] (K2CO3), IC1=CC=C(C=C1)I (1,4-diiodobenzene), Cl.NCC(=O)OC(C)(C)C (tert-butyl 2-aminoacetate hydrochloride), N#N (N2). The solvent is CN(C)C=O (DMF). Reaction conditions: temperature 90 celsius, time 8 hour. Yields the product IC1=CC=C(C=C1)NCC(=O)OC(C)(C)C (tert-Butyl 2-[(4-iodophenyl)amino]acetate). RXN SMILES: I[C:2]1[CH:7]=[CH:6][C:5]([I:8])=[CH:4][CH:3]=1.Cl.[NH2:10][CH2:11][C:12]([O:14][C:15]([CH3:18])([CH3:17])[CH3:16])=[O:13].N#N.C([O-])([O-])=O.[K+].[K+]>CN(C=O)C>[I:8][C:5]1[CH:6]=[CH:7][C:2]([NH:10][CH2:11][C:12]([O:14][C:15]([CH3:18])([CH3:17])[CH3:16])=[O:13])=[CH:3][CH:4]=1 |f:1.2,4.5.6|. Reported procedure: A solution of 1,4-diiodobenzene (33 g, 100 mmol) and tert-butyl 2-aminoacetate hydrochloride (25 g, 150 mmol) in DMF (100 mL) was purged with N2. Cut (19 g, 100 mmol) was added, followed by K2CO3 (35 g, 250 mmol). The reaction mixture was stirred overnight at 90° C. and allowed to cool to rt. The mixture was filtered through a pad of diatomaceous earth, and the filtrate was concentrated under reduced pressure. The residue obtained was purified by flash column chromatography on silica gel (EtOAc/... Starting materials: S1C2=C(C=C1)C=C(C=C2)CCO (2-benzo[b]thiophen-5-yl-1-ethanol), CN(C=O)C (N,N-dimethylformamide), CC(C)([O-])C.[K+] (potassium tert-butoxide), 1-chloroacetylpiperidine, ice, C(C)(=O)OCC (ethyl acetate), Cl (hydrochloric acid). The solvent is O (water). Reaction conditions: time 30 minute. Product: S1C2=C(C=C1)C=C(C=C2)CCOCC(=O)N2CCCCC2 (2-(2-benzo[b]thiophen-5-ylethoxy)-1-piperidino-1-ethanone). As a reaction SMILES: [S:1]1[CH:5]=[CH:4][C:3]2[CH:6]=[C:7]([CH2:10][CH2:11][OH:12])[CH:8]=[CH:9][C:2]1=2.[CH3:13][C:14](C)([O-])[CH3:15].[K+].C([O:22][CH2:23][CH3:24])(=O)C.Cl.[CH3:26][N:27]([CH3:30])C=O>O>[S:1]1[CH:5]=[CH:4][C:3]2[CH:6]=[C:7]([CH2:10][CH2:11][O:12][CH2:24][C:23]([N:27]3[CH2:30][CH2:15][CH2:14][CH2:13][CH2:26]3)=[O:22])[CH:8]=[CH:9][C:2]1=2 |f:1.2|. Procedure details: In 28 mL of N,N-dimethylformamide is dissolved 5.60 g of 2-benzo[b]thiophen-5-yl-1-ethanol, to which are added 4.23 g of potassium tert-butoxide and 6.09 g of 1-chloroacetylpiperidine at an ice-cooled temperature. The mixture thus formed is stirred at the same temperature as above for 30 minutes, and then at ambient temperature for 2 hours. The reaction mixture is introduced into a mixture of ethyl acetate and water and adjusted to pH 2.0 with 2 mol/L hydrochloric acid, and then the organic laye...